Dataset: the Open Reaction Database (ORD), a public repository of structured organic reaction records. Task: describe an organic reaction: reactants, conditions, products, and yield Starting materials: N1C=NC(=C1)C=1C(=NOC1C)C1=CC=CC=C1 (4-(1H-imidazol-4-yl)-5-methyl-3-phenyl-isoxazole), C(C)OC1=C(C=CC=C1)B(O)O (2-ethoxyphenylboronic acid). Yields the product C(C)OC1=C(C=CC=C1)N1C=NC(=C1)C=1C(=NOC1C)C1=CC=CC=C1 (4-[1-(2-Ethoxy-phenyl)-1H-imidazol-4-yl]-5-methyl-3-phenyl-isoxazole). Yield: 12.0%. Reaction SMILES: [NH:1]1[CH:5]=[C:4]([C:6]2[C:7]([C:12]3[CH:17]=[CH:16][CH:15]=[CH:14][CH:13]=3)=[N:8][O:9][C:10]=2[CH3:11])[N:3]=[CH:2]1.[CH2:18]([O:20][C:21]1[CH:26]=[CH:25][CH:24]=[CH:23][C:22]=1B(O)O)[CH3:19]>>[CH2:18]([O:20][C:21]1[CH:26]=[CH:25][CH:24]=[CH:23][C:22]=1[N:1]1[CH:5]=[C:4]([C:6]2[C:7]([C:12]3[CH:13]=[CH:14][CH:15]=[CH:16][CH:17]=3)=[N:8][O:9][C:10]=2[CH3:11])[N:3]=[CH:2]1)[CH3:19]. Procedure: As described for Example 3, 4-(1H-imidazol-4-yl)-5-methyl-3-phenyl-isoxazole (112.6 mg, 0.5 mmol) was converted, using 2-ethoxyphenylboronic acid instead of 4-fluorophenylboronic acid, to the title compound (21 mg, 12%) which was obtained as a white solid. MS (ESI): m/e=346.0 [M+H]+. Starting materials: FC(C(=O)O)(F)F (Trifluoroacetic Acid), BrC1=CC2=C(NC(=N2)CCC2CC(C2)N(C)C[C@H]2C[C@H]([C@H]3[C@@H]2OC(O3)(C)C)N3C=CC2=C3N=CN=C2NCC2=C(C=C(C=C2)OC)OC)C=C1 (7-((3aS,4R,6R,6aR)-6-(((3-(2-(5-bromo-1H-benzo[d]imidazol-2-yl)ethyl)cyclobutyl)(methyl)amino)methyl)-2,2-dimethyltetrahydro-3aH-cyclopenta[d][1,3]dioxol-4-yl)-N-(2,4-dimethoxybenzyl)-7H-pyrrolo[2,3-d]pyrimidin-4-amine), C(C)[SiH](CC)CC (Triethylsilane). Solvent: O (Water). Run at time 1 hour. Product: NC=1C2=C(N=CN1)N(C=C2)[C@H]2[C@@H]([C@@H]([C@H](C2)CN(C)C2CC(C2)CCC2=NC1=C(N2)C=CC(=C1)Br)O)O ((1R,2S,3R,5R)-3-(4-amino-7H-pyrrolo[2,3-d]pyrimidin-7-yl)-5-(((3-(2-(5-bromo-1H-benzo[d]imidazol-2-yl)ethyl)cyclobutyl)(methyl)amino)methyl)cyclopentane-1,2-diol). Isolated yield 27.1%. RXN SMILES: FC(F)(F)C(O)=O.[Br:8][C:9]1[CH:57]=[CH:56][C:12]2[NH:13][C:14]([CH2:16][CH2:17][CH:18]3[CH2:21][CH:20]([N:22]([CH2:24][C@@H:25]4[C@H:29]5[O:30]C(C)(C)[O:32][C@H:28]5[C@H:27]([N:35]5[C:39]6[N:40]=[CH:41][N:42]=[C:43]([NH:44]CC7C=CC(OC)=CC=7OC)[C:38]=6[CH:37]=[CH:36]5)[CH2:26]4)[CH3:23])[CH2:19]3)=[N:15][C:11]=2[CH:10]=1.C([SiH](CC)CC)C>O>[NH2:44][C:43]1[C:38]2[CH:37]=[CH:36][N:35]([C@@H:27]3[CH2:26][C@H:25]([CH2:24][N:22]([CH:20]4[CH2:19][CH:18]([CH2:17][CH2:16][C:14]5[NH:13][C:12]6[CH:56]=[CH:57][C:9]([Br:8])=[CH:10][C:11]=6[N:15]=5)[CH2:21]4)[CH3:23])[C@@H:29]([OH:30])[C@H:28]3[OH:32])[C:39]=2[N:40]=[CH:41][N:42]=1. Reported procedure: Trifluoroacetic Acid (20 ml) added to a mixture of Water (2 ml) and 7-((3aS,4R,6R,6aR)-6-(((3-(2-(5-bromo-1H-benzo[d]imidazol-2-yl)ethyl)cyclobutyl)(methyl)amino)methyl)-2,2-dimethyltetrahydro-3aH-cyclopenta[d][1,3]dioxol-4-yl)-N-(2,4-dimethoxybenzyl)-7H-pyrrolo[2,3-d]pyrimidin-4-amine (0.9 g, 1 mmol) at RT. The reaction mixture was stirred for one hour, Triethylsilane (0.39 ml, 2.4 mmol) was added. The volatiles were removed in vacuo and resulting residue was purified twice by flash chromatogra... The reactants are BrCCCOc1ccccc1, O=C([O-])[O-], CCC(C)=O, [K+], [K+], COC(=O)c1ccc(O)cc1C(=O)OC. Product: COC(=O)c1ccc(OCCCOc2ccccc2)cc1C(=O)OC. Reaction SMILES: [Br:16][CH2:17][CH2:18][CH2:19][O:20][c:21]1[cH:22][cH:23][cH:24][cH:25][cH:26]1.[C:27](=[O:28])([O-:29])[O-:30].[CH3:33][C:34](=[O:35])[CH2:36][CH3:37].[K+:31].[K+:32].[OH:1][c:2]1[cH:3][c:4]([C:12](=[O:13])[O:14][CH3:15])[c:5]([C:6](=[O:7])[O:8][CH3:9])[cH:10][cH:11]1>>[O:1]([c:2]1[cH:3][c:4]([C:12](=[O:13])[O:14][CH3:15])[c:5]([C:6](=[O:7])[O:8][CH3:9])[cH:10][cH:11]1)[CH2:17][CH2:18][CH2:19][O:20][c:21]1[cH:22][cH:23][cH:24][cH:25][cH:26]1. Starting materials: CC(=O)[O-], CC(=O)[O-], CCOC(=O)Cc1ccc2[nH]cc(C(=O)OCC)c2c1, [K+], [OH-], [Pd+2], c1ccc2[nH]ccc2c1. Product: CCOC(=O)c1c[nH]c2ccc(CC(=O)O)cc12. Reaction SMILES: [C:32]([O-:33])(=[O:34])[CH3:35].[C:37]([O-:38])(=[O:39])[CH3:40].[CH2:10]([CH3:11])[O:12][C:13](=[O:14])[c:15]1[cH:16][nH:17][c:18]2[cH:19][cH:20][c:21]([CH2:24][C:25](=[O:26])[O:27][CH2:28][CH3:29])[cH:22][c:23]12.[K+:31].[OH-:30].[Pd+2:36].[nH:1]1[c:2]2[c:3]([cH:4][cH:5][cH:6][cH:7]2)[cH:8][cH:9]1>>[CH2:10]([CH3:11])[O:12][C:13](=[O:14])[c:15]1[cH:16][nH:17][c:18]2[cH:19][cH:20][c:21]([CH2:24][C:25](=[O:26])[OH:27])[cH:22][c:23]12. Starting materials: C1(=CC=C(C=C1)C[C@@H](C(=O)NC)NC(OC(C)(C)C)=O)C1=CC=CC=C1 ((S)-tert-butyl 3-(biphenyl-4-yl)-1-(methylamino)-1-oxopropan-2-ylcarbamate), C(=O)(C(F)(F)F)O (TFA). Solvent: C(Cl)Cl (DCM). Reaction conditions: time 2 hour. Yields the product N[C@H](C(=O)NC)CC1=CC=C(C=C1)C1=CC=CC=C1 ((S)-2-amino-3-(biphenyl-4-yl)-N-methylpropanamide). Reaction SMILES: [C:1]1([C:21]2[CH:26]=[CH:25][CH:24]=[CH:23][CH:22]=2)[CH:6]=[CH:5][C:4]([CH2:7][C@H:8]([NH:13]C(=O)OC(C)(C)C)[C:9]([NH:11][CH3:12])=[O:10])=[CH:3][CH:2]=1.C(O)(C(F)(F)F)=O>C(Cl)Cl>[NH2:13][C@@H:8]([CH2:7][C:4]1[CH:5]=[CH:6][C:1]([C:21]2[CH:26]=[CH:25][CH:24]=[CH:23][CH:22]=2)=[CH:2][CH:3]=1)[C:9]([NH:11][CH3:12])=[O:10]. Procedure details: To a solution of (S)-tert-butyl 3-(biphenyl-4-yl)-1-(methylamino)-1-oxopropan-2-ylcarbamate (111 mg, 0.31 mmol) in DCM (4 mL) was added TFA (2 mL). The mixture was stirred at room temperature for 2 hours. The reaction mixture was concentrated and azeotroped (three times) with toluene and dried under high vacuum. The obtained (S)-2-amino-3-(biphenyl-4-yl)-N,N-methylpropanamide TFA salt (80 mg) was used for next step without further purification. HPLC retention time=1.21 minutes (condition B); MS ... Starting materials: C([O-])([O-])=O.[K+].[K+] (potassium carbonate), BrC=1N=C2C(=NC1)NC=C2C(=O)C=2C(=C(C=CC2F)NS(=O)(=O)CCC)F (propane-1-sulfonic acid [3-(2-bromo-5H-pyrrolo[2,3-b]pyrazine-7-carbonyl)-2,4-difluoro-phenyl]-amide), COC1=NC=C(C=N1)B(O)O (2-methoxypyrimidine-5-boronic acid), C(C)#N (acetonitrile). Reagents/catalysts: C1=CC=C(C=C1)P([C-]2C=CC=C2)C3=CC=CC=C3.C1=CC=C(C=C1)P([C-]2C=CC=C2)C3=CC=CC=C3.Cl[Pd]Cl.[Fe+2] ([1,1′-bis(diphenylphosphino)ferrocene]dichloropalladium(II)). Run in O (water). Conditions: temperature 160 celsius. The product is FC1=C(C=CC(=C1C(=O)C1=CNC2=NC=C(N=C21)C=2C=NC(=NC2)OC)F)NS(=O)(=O)CCC (propane-1-sulfonic acid {2,4-difluoro-3-[2-(2-methoxy-pyrimidin-5-yl)-5H-pyrrolo[2,3-b]pyrazine-7-carbonyl]-phenyl}-amide). Isolated yield 31.6%. As a reaction SMILES: Br[C:2]1[N:3]=[C:4]2[C:10]([C:11]([C:13]3[C:14]([F:27])=[C:15]([NH:20][S:21]([CH2:24][CH2:25][CH3:26])(=[O:23])=[O:22])[CH:16]=[CH:17][C:18]=3[F:19])=[O:12])=[CH:9][NH:8][C:5]2=[N:6][CH:7]=1.[CH3:28][O:29][C:30]1[N:35]=[CH:34][C:33](B(O)O)=[CH:32][N:31]=1.C(#N)C.C(=O)([O-])[O-].[K+].[K+]>O.C1C=CC(P(C2C=CC=CC=2)[C-]2C=CC=C2)=CC=1.C1C=CC(P(C2C=CC=CC=2)[C-]2C=CC=C2)=CC=1.Cl[Pd]Cl.[Fe+2]>[F:27][C:14]1[C:13]([C:11]([C:10]2[C:4]3[C:5](=[N:6][CH:7]=[C:2]([C:33]4[CH:32]=[N:31][C:30]([O:29][CH3:28])=[N:35][CH:34]=4)[N:3]=3)[NH:8][CH:9]=2)=[O:12])=[C:18]([F:19])[CH:17]=[CH:16][C:15]=1[NH:20][S:21]([CH2:24][CH2:25][CH3:26])(=[O:23])=[O:22] |f:3.4.5,7.8.9.10|. Reported procedure: In a microwave tube, propane-1-sulfonic acid [3-(2-bromo-5H-pyrrolo[2,3-b]pyrazine-7-carbonyl)-2,4-difluoro-phenyl]-amide (P-0002, 95.0 mg, 0.207 mmol) and 2-methoxypyrimidine-5-boronic acid (10, 38.0 mg, 0.247 mmol) were added, followed by 1.4 mL of acetonitrile and 0.70 mL of 1.00 M potassium carbonate in water. [1,1′-bis(diphenylphosphino)ferrocene]dichloropalladium(II) (7.6 mg, 0.010 mmol) was added to reaction mixture and the resulting mixture was heated at 160° C. in the microwave for a to... The reactants are CCCCN=C=O, NS(=O)(=O)c1cccc2c1COC2, C1CN2CCN1CC2, O=C(Cl)Cl, Cc1ccccc1C. The product is O=C=NS(=O)(=O)c1cccc2c1COC2. Reaction SMILES: [CH2:14]([N:15]=[C:19]=[O:20])[CH2:16][CH2:17][CH3:18].[CH2:1]1[O:2][CH2:3][c:4]2[c:5]1[cH:6][cH:7][cH:8][c:9]2[S:10](=[O:11])(=[O:12])[NH2:13].[CH2:21]1[N:22]2[CH2:23][CH2:24][N:25]([CH2:26][CH2:27]2)[CH2:28]1.[Cl:29][C:30](=[O:31])[Cl:32].[c:33]1([CH3:34])[c:35]([CH3:36])[cH:37][cH:38][cH:39][cH:40]1>>[CH2:1]1[O:2][CH2:3][c:4]2[c:5]1[cH:6][cH:7][cH:8][c:9]2[S:10](=[O:11])(=[O:12])[N:13]=[C:19]=[O:20].